Dataset: the Open Reaction Database (ORD), a public repository of structured organic reaction records. Task: describe an organic reaction: reactants, conditions, products, and yield Conditions: time 1 hour. The reactants are C(C)(C)(C)OC(=O)NCCCOC1=C(C(=O)NC2=C(C=NC=C2)NC(C2=CC=C(C=C2)OC)=O)C=CC(=C1)OC (N4-[2-(3-tert-Butoxycarbonylaminopropoxy)-4-methoxybenzoyl]-N3-(4-methoxybenzoyl)-3,4-pyridinediamine), FC(C(=O)O)(F)F (Trifluoroacetic acid), ClCCl (dichloromethane), C([O-])([O-])=O.[K+].[K+] (potassium carbonate). As a reaction SMILES: C([O:5]C([NH:8][CH2:9][CH2:10][CH2:11][O:12][C:13]1[CH:38]=[C:37]([O:39][CH3:40])[CH:36]=[CH:35][C:14]=1[C:15]([NH:17][C:18]1[CH:23]=[CH:22][N:21]=[CH:20][C:19]=1[NH:24][C:25](=[O:34])[C:26]1[CH:31]=[CH:30][C:29]([O:32][CH3:33])=[CH:28][CH:27]=1)=[O:16])=O)(C)(C)C.FC(F)(F)C(O)=O.ClCCl.C(=O)([O-])[O-].[K+].[K+]>O>[NH2:8][CH2:9][CH2:10][CH2:11][O:12][C:13]1[CH:38]=[C:37]([O:39][CH3:40])[CH:36]=[CH:35][C:14]=1[C:15]([NH:17][C:18]1[CH:23]=[CH:22][N:21]=[CH:20][C:19]=1[NH:24][C:25](=[O:34])[C:26]1[CH:31]=[CH:30][C:29]([O:32][CH3:33])=[CH:28][CH:27]=1)=[O:16].[OH-:5].[NH4+:8] |f:3.4.5,8.9|. Solvent: ice, O (water). The product is NCCCOC1=C(C(=O)NC2=C(C=NC=C2)NC(C2=CC=C(C=C2)OC)=O)C=CC(=C1)OC (N4-[2-(3-aminopropoxy)-4-methoxybenzoyl]-N3-(4-methoxybenzoyl)-3,4-pyridinediamine), [OH-].[NH4+] (ammonium hydroxide). Reported procedure: N4-[2-(3-tert-Butoxycarbonylaminopropoxy)-4-methoxybenzoyl]-N3-(4-methoxybenzoyl)-3,4-pyridinediamine (1.0 g, 1.8 mmol) was dissolved in ice cold dichloromethane (20 mL). Trifluoroacetic acid (10 mL) was then added and the mixture stirred on ice for 1 hour. Modest gas evolution was observed. The mixture was concentrated in vacuo. The oily residue was redissolved in 1:1 toluene:dichloromethane (20 mL) and reconcentrated to give a brown oil. The brown oil was vigorously stirred overnight with a mi... Reactants: ClC1=C2C(=CC(=NC2=CC=C1Cl)O)O (5,6-dichloro-2,4-dihydroxyquinoline), ClC=1C=C2C(=CC(=NC2=CC1Cl)O)O (6,7-dichloro-2,4-dihydroxyquinoline), [N+](=O)(O)[O-] (HNO3). Run in C(C)(=O)O (acetic acid). Run at temperature 90 celsius. The product is ClC=1C=C2C(=C(C(NC2=CC1Cl)=O)[N+](=O)[O-])O (6, 7-Dichloro-3-nitro-4-hydroxy-1,2-dihydroquinolin-2-one). Yield: 19.0%. Reaction SMILES: ClC1C(Cl)=CC=C2C=1C(O)=CC(O)=N2.[Cl:15][C:16]1[CH:17]=[C:18]2[C:23](=[CH:24][C:25]=1[Cl:26])[N:22]=[C:21]([OH:27])[CH:20]=[C:19]2[OH:28].[N+:29]([O-])([OH:31])=[O:30]>C(O)(=O)C>[Cl:15][C:16]1[CH:17]=[C:18]2[C:23](=[CH:24][C:25]=1[Cl:26])[NH:22][C:21](=[O:27])[C:20]([N+:29]([O-:31])=[O:30])=[C:19]2[OH:28]. Procedure details: To a mixture of 1.25 g (5.43 mmol) of 5,6-dichloro-2,4-dihydroxyquinoline and 6,7-dichloro-2,4-dihydroxyquinoline in 8 mL of glacial acetic acid was added 1.5 mL of HNO3 (69-71%) and the mixture was heated at 90° C. for 2 h. The mixture was cooled to room temperature, filtered and washed with water, and dried to leave 280 mg (19%) of the title compound as a yellow solid, mp 235°-236° C. (decomposed). 1H NMR (CDCl3 +DMSO-d6), 7.362 (s, 1), 8.039 (s, 1), 11.369 (s, 1). MS, 274 (50, M+), 214 (100),...